From a dataset of the Open Reaction Database (ORD), a public repository of structured organic reaction records. describe an organic reaction: reactants, conditions, products, and yield Reactants: C1(CC1)C=1C=CC(=NC1OCC1CC1)C(=O)O (5-cyclopropyl-6-cyclopropylmethoxy-pyridine-2-carboxylic acid), CC(N)(C=1SC=CN1)C (α,α-dimethyl-2-thiazolemethanamine). Yields the product CC(C)(C=1SC=CN1)NC(=O)C1=NC(=C(C=C1)C1CC1)OCC1CC1 (5-Cyclopropyl-6-cyclopropylmethoxy-pyridine-2-carboxylic acid (1-methyl-1-thiazol-2-yl-ethyl)-amide). RXN SMILES: [CH:1]1([C:4]2[CH:5]=[CH:6][C:7]([C:15]([OH:17])=O)=[N:8][C:9]=2[O:10][CH2:11][CH:12]2[CH2:14][CH2:13]2)[CH2:3][CH2:2]1.[CH3:18][C:19]([CH3:26])([C:21]1[S:22][CH:23]=[CH:24][N:25]=1)[NH2:20]>>[CH3:18][C:19]([NH:20][C:15]([C:7]1[CH:6]=[CH:5][C:4]([CH:1]2[CH2:2][CH2:3]2)=[C:9]([O:10][CH2:11][CH:12]2[CH2:13][CH2:14]2)[N:8]=1)=[O:17])([C:21]1[S:22][CH:23]=[CH:24][N:25]=1)[CH3:26]. Procedure details: The title compound was synthesized in analogy to Example 1, using 5-cyclopropyl-6-cyclopropylmethoxy-pyridine-2-carboxylic acid (Example 42 a) and α,α-dimethyl-2-thiazolemethanamine (CAN 1082393-38-1) as starting materials, MS (LC/MS): 358.1 [M+H]+.